The task is: describe an organic reaction: reactants, conditions, products, and yield. This data is from the Open Reaction Database (ORD), a public repository of structured organic reaction records. Starting materials: FC1=CC=C(CNC(=O)C=2N=C(N(C(C2OC)=O)C)N2S(CCCC2)(=O)=O)C=C1 (2-(1,1-dioxo-1λ6-[1,2]thiazinan-2-yl)-5-methoxy-1-methyl-6-oxo-1,6-dihydro-pyrimidine-4-carboxylic acid 4-fluoro-benzylamide), [I-].[Li+] (lithium iodide). The solvent is N1=C(C=C(C=C1C)C)C (2,4,6-collidine). Run at temperature 120 celsius. The product is FC1=CC=C(C=C1)CNC(=O)C=1N=C(N(C(C1O)=O)C)N1S(CCCC1)(=O)=O (N-[(4-fluorophenyl)methyl]-1,6-dihydro-5-hydroxy-1-methyl-6-oxo-2-(tetrahydro-1,1-dioxido-2H-1,2-thiazin-2-yl)-4-pyrimidinecarboxamide). Isolated yield 52.3%. Reaction SMILES: [F:1][C:2]1[CH:29]=[CH:28][C:5]([CH2:6][NH:7][C:8]([C:10]2[N:11]=[C:12]([N:20]3[CH2:25][CH2:24][CH2:23][CH2:22][S:21]3(=[O:27])=[O:26])[N:13]([CH3:19])[C:14](=[O:18])[C:15]=2[O:16]C)=[O:9])=[CH:4][CH:3]=1.[I-].[Li+]>N1C(C)=CC(C)=CC=1C>[F:1][C:2]1[CH:29]=[CH:28][C:5]([CH2:6][NH:7][C:8]([C:10]2[N:11]=[C:12]([N:20]3[CH2:25][CH2:24][CH2:23][CH2:22][S:21]3(=[O:27])=[O:26])[N:13]([CH3:19])[C:14](=[O:18])[C:15]=2[OH:16])=[O:9])=[CH:4][CH:3]=1 |f:1.2|. Procedure: A mixture of 2-(1,1-dioxo-1λ6-[1,2]thiazinan-2-yl)-5-methoxy-1-methyl-6-oxo-1,6-dihydro-pyrimidine-4-carboxylic acid 4-fluoro-benzylamide (0.115 g, 0.27 mmol) in 2,4,6-collidine (3 ml) was treated with lithium iodide (0.060 g) and the resulting mixture was heated at 120° C. for 30 min. The collidine was then evaporated in vacuo, the residue was diluted with a small volume of water and the pH was adjusted to a value of 7 with 0.1 N hydrochloric acid. The aqueous phase was extracted three times wi...